Task: describe an organic reaction: reactants, conditions, products, and yield. Dataset: the Open Reaction Database (ORD), a public repository of structured organic reaction records Reactants: N1=NC(=CC2=C1OC1=C(O2)C=CC=C1)/C=C/C(=O)OCC (ethyl (2E)-3-([1,4]benzodioxino[2,3-c]pyridazin-3-yl)acrylate). Reagents/catalysts: [C].[Pd] (palladium-carbon). Run in C(C)(=O)O (acetic acid). Run at time 7 day. The product is N1=NC(=CC2=C1OC1=C(O2)C=CC=C1)CCC(=O)OCC (ethyl 3-([1,4]benzodioxino[2,3-c]pyridazin-3-yl)propanoate). Isolated yield 93.2%. As a reaction SMILES: [N:1]1[C:6]2[O:7][C:8]3[CH:14]=[CH:13][CH:12]=[CH:11][C:9]=3[O:10][C:5]=2[CH:4]=[C:3](/[CH:15]=[CH:16]/[C:17]([O:19][CH2:20][CH3:21])=[O:18])[N:2]=1>C(O)(=O)C.[C].[Pd]>[N:1]1[C:6]2[O:7][C:8]3[CH:14]=[CH:13][CH:12]=[CH:11][C:9]=3[O:10][C:5]=2[CH:4]=[C:3]([CH2:15][CH2:16][C:17]([O:19][CH2:20][CH3:21])=[O:18])[N:2]=1 |f:2.3|. Reported procedure: To a solution (20 ml) of ethyl (2E)-3-([1,4]benzodioxino[2,3-c]pyridazin-3-yl)acrylate (649 mg) in acetic acid was added 10% palladium-carbon (100 mg), and the mixture was stirred at room temperature for 7 days under a hydrogen atmosphere. The catalyst was filtered off through celite, and the filtrate was concentrated under reduced pressure. To the residue was added saturated aqueous sodium hydrogen carbonate solution and the mixture was extracted with chloroform. The organic layer was dried ove...